From a dataset of the Open Reaction Database (ORD), a public repository of structured organic reaction records. describe an organic reaction: reactants, conditions, products, and yield Reactants: N(=[N+]=[N-])[C@H]1[C@@H](CCC(C2=NC=CC=C21)=O)C2=C(C(=CC=C2)F)F ((5S,6S)-5-azido-6-(2,3-difluorophenyl)-5,6,7,8-tetrahydro-9H-cyclohepta[b]pyridin-9-one), C(C)(=O)[O-].[NH4+] (ammonium acetate), C(#N)[BH3-].[Na+] (sodium cyanoborohydride). Run in CO (MeOH). Conditions: time 16 hour. Product: N(=[N+]=[N-])[C@H]1[C@@H](CC[C@H](C2=NC=CC=C21)N)C2=C(C(=CC=C2)F)F ((5S,6S,9R)-5-Azido-6-(2,3-difluorophenyl)-6,7,8,9-tetrahydro-5H-cyclohepta[b]pyridin-9-amine). Reaction SMILES: [N:1]([C@@H:4]1[C:14]2[C:9](=[N:10][CH:11]=[CH:12][CH:13]=2)[C:8](=O)[CH2:7][CH2:6][C@H:5]1[C:16]1[CH:21]=[CH:20][CH:19]=[C:18]([F:22])[C:17]=1[F:23])=[N+:2]=[N-:3].C([O-])(=O)C.[NH4+].C([BH3-])#[N:30].[Na+]>CO>[N:1]([C@@H:4]1[C:14]2[C:9](=[N:10][CH:11]=[CH:12][CH:13]=2)[C@H:8]([NH2:30])[CH2:7][CH2:6][C@H:5]1[C:16]1[CH:21]=[CH:20][CH:19]=[C:18]([F:22])[C:17]=1[F:23])=[N+:2]=[N-:3] |f:1.2,3.4|. Procedure: To a solution of (5S,6S)-5-azido-6-(2,3-difluorophenyl)-5,6,7,8-tetrahydro-9H-cyclohepta[b]pyridin-9-one (190 mg, 0.60 mmol), and ammonium acetate (2.3 g, 30 mmol) in MeOH (10 mL) was added sodium cyanoborohydride (27 mg, 0.42 mmol) and the resulting mixture was stirred at ambient temperature for 16 h. The reaction mixture was concentrated under reduced pressure and the residue was partitioned between dichloromethane (20 mL) and aqueous 1 N NaOH solution (5 mL). The organic layer was separated, ... The reactants are C([O-])(O)=O.[Na+] (sodium bicarbonate), C(C1=CC=CC=C1)OC(=O)Cl (benzyloxycarbonyl chloride), C(C)(C)(C)OC([C@H]1N(CCC1)C([C@@H](N)C)=O)=O (L-alanyl-L-proline t-butyl ester), ClCC(=O)CCl.C(C)(C)(C)OC(=O)N[C@@H](CC1=CC=CC=C1)C(=O)O (N-[(t-butyloxy)carbonyl]-L-phenylalanine chloromethyl ketone), C([O-])(O)=O.[Na+] (sodium bicarbonate), [I-].[Na+] (sodium iodide). Run in CN(C=O)C (dimethylformamide). Conditions: time 8 hour. Yields the product C(C)(C)(C)OC(=O)N[C@H](C(CN([C@@H](C)C(=O)N1[C@H](C(=O)OC(C)(C)C)CCC1)C(=O)OCC1=CC=CC=C1)=O)CC1=CC=CC=C1 ((3S)-1-[N-[3-[[(t-Butyloxy)carbonyl]amino]-2-oxo-4-phenylbutyl]-N-[(phenylmethoxy)carbonyl]-L-alanyl]-L-proline, t-butyl ester). Yield: 51.4%. As a reaction SMILES: [C:1]([O:5][C:6](=[O:17])[C@@H:7]1[CH2:11][CH2:10][CH2:9][N:8]1[C:12](=[O:16])[C@H:13]([CH3:15])[NH2:14])([CH3:4])([CH3:3])[CH3:2].Cl[CH2:19]C(CCl)=O.[C:24]([O:28][C:29]([NH:31][C@H:32]([C:40]([OH:42])=O)[CH2:33][C:34]1[CH:39]=[CH:38][CH:37]=[CH:36][CH:35]=1)=[O:30])([CH3:27])([CH3:26])[CH3:25].C(=O)(O)[O-].[Na+].[I-].[Na+].[CH2:50]([O:57][C:58](Cl)=[O:59])[C:51]1[CH:56]=[CH:55][CH:54]=[CH:53][CH:52]=1>CN(C)C=O>[C:24]([O:28][C:29]([NH:31][C@@H:32]([CH2:33][C:34]1[CH:35]=[CH:36][CH:37]=[CH:38][CH:39]=1)[C:40](=[O:42])[CH2:19][N:14]([C:58]([O:57][CH2:50][C:51]1[CH:56]=[CH:55][CH:54]=[CH:53][CH:52]=1)=[O:59])[C@H:13]([C:12]([N:8]1[CH2:9][CH2:10][CH2:11][C@H:7]1[C:6]([O:5][C:1]([CH3:2])([CH3:4])[CH3:3])=[O:17])=[O:16])[CH3:15])=[O:30])([CH3:25])([CH3:26])[CH3:27] |f:1.2,3.4,5.6|. Procedure details: A solution of L-alanyl-L-proline t-butyl ester (1.0 g, 4.13 mmol), N-[(t-butyloxy)carbonyl]-L-phenylalanine chloromethyl ketone (1.2 g, 4.03 mmol), sodium bicarbonate (370 mg, 4.4 mmol) and sodium iodide (300 mg, 2 mmol) in dimethylformamide (7 ml) was stirred overnight at room temperature. The reaction mixture was evaporated. Dioxane (6 ml) was added to the residue followed by benzyloxycarbonyl chloride (0.75 ml, 5.24 mmol) and sodium bicarbonate (500 mg, 5.95 mmol). After stirring overnight, t... The reactants are O (H2O), C(C)OCC (diethyl ether), OC(CCC(CC1=CC=CC=C1)=O)CC(=C=C)C[Si](C)(C)C (5-hydroxy-1-phenyl-7-trimethylsilanylmethyl-nona-7,8-diene-2-one), FC(S(=O)(=O)O[Si](C)(C)C)(F)F (trimethylsilyl trifluoromethanesulfonate). The solvent is C(C)(=O)OCC (ethyl acetate). Conditions: temperature -78 celsius. Product: C=C1C2(CCCC(CC1=C)O2)C2=CC=CC=C2 (2,3-dimethylene-1-phenyl-9-oxa-bicyclo[3.3.1]nonane). Yield: 97.9%. As a reaction SMILES: C(OCC)C.[OH:6][CH:7]([CH2:19][C:20]([CH2:23][Si](C)(C)C)=[C:21]=[CH2:22])[CH2:8][CH2:9][C:10](=O)[CH2:11][C:12]1[CH:17]=[CH:16][CH:15]=[CH:14][CH:13]=1.FC(F)(F)S(O[Si](C)(C)C)(=O)=O.O>C(OCC)(=O)C>[CH2:22]=[C:21]1[C:20](=[CH2:23])[CH2:19][CH:7]2[O:6][C:11]1([C:12]1[CH:17]=[CH:16][CH:15]=[CH:14][CH:13]=1)[CH2:10][CH2:9][CH2:8]2. Procedure: 1.50 mL of diethyl ether was added to 5-hydroxy-1-phenyl-7-trimethylsilanylmethyl-nona-7,8-diene-2-one (117 mg, 0.37 mmol) under nitrogen atmosphere. While stirring at −78° C., trimethylsilyl trifluoromethanesulfonate (TMSOTf; 67 μL, 0.37 mmol) was added. While stirring the reaction mixture, the reaction temperature was slowly increased to room temperature for 3 hours. The reaction mixture was stirred at room temperature for 30 minutes. After the reaction was completed, H2O was added. After stir... Reactants: C(C)OP(OCC)(=O)CC#N (cyanomethylphosphonic acid diethyl ester), C[Si](C)(C)[N-][Si](C)(C)C.[Li+] (lithium bis(trimethylsilyl)amide), O1CCOC2=C1C=CC(=C2)C(=O)C2=CC=C(C=C2)OC ((2,3-dihydro-benzo[1,4]dioxin-6-yl)-(4-methoxy-phenyl)-methanone), O (water). Run in C1CCOC1 (THF), C1CCOC1 (THF). Run at time 30 minute. Product: O1CCOC2=C1C=CC(=C2)C(=CC#N)C2=CC=C(C=C2)OC (3-(2,3-dihydro-benzo[1,4]dioxin-6-yl)-3-(4-methoxy-phenyl)-acrylonitrile). Isolated yield 65.5%. As a reaction SMILES: C(OP([CH2:9][C:10]#[N:11])(=O)OCC)C.C[Si]([N-][Si](C)(C)C)(C)C.[Li+].[O:22]1[C:27]2[CH:28]=[CH:29][C:30]([C:32]([C:34]3[CH:39]=[CH:38][C:37]([O:40][CH3:41])=[CH:36][CH:35]=3)=O)=[CH:31][C:26]=2[O:25][CH2:24][CH2:23]1.O>C1COCC1>[O:22]1[C:27]2[CH:28]=[CH:29][C:30]([C:32]([C:34]3[CH:39]=[CH:38][C:37]([O:40][CH3:41])=[CH:36][CH:35]=3)=[CH:9][C:10]#[N:11])=[CH:31][C:26]=2[O:25][CH2:24][CH2:23]1 |f:1.2|. Procedure details: To a solution of cyanomethylphosphonic acid diethyl ester (2.4 mL, 15.0 mmol) in anhydrous THF (20 mL) was added lithium bis(trimethylsilyl)amide (1.0 M solution in THF, 15.0 mL, 15.0 mmol) at 0° C. and stirred for 30 min at room temperature followed by addition of (2,3-dihydro-benzo[1,4]dioxin-6-yl)-(4-methoxy-phenyl)-methanone (2.02 g crude, 7.5 mmol) in THF (15 mL) and refluxed for 30 min. The reaction mixture was poured into water (50 if L), extracted with CH2Cl2 (2×50 mL). The combined orga... Starting materials: ClC1=C(C(=O)OC)C=CC(=C1)O (Methyl 2-chloro-4-hydroxybenzoate), BrC(C)C (2-bromopropane), C([O-])([O-])=O.[K+].[K+] (potassium carbonate). The solvent is CN(C)C=O (DMF). Yields the product ClC1=C(C(=O)OC)C=CC(=C1)OC(C)C (Methyl 2-chloro-4-[(1-methylethyl)oxy]benzoate). Yield: 61.2%. RXN SMILES: [Cl:1][C:2]1[CH:11]=[C:10]([OH:12])[CH:9]=[CH:8][C:3]=1[C:4]([O:6][CH3:7])=[O:5].Br[CH:14]([CH3:16])[CH3:15].C(=O)([O-])[O-].[K+].[K+]>CN(C=O)C>[Cl:1][C:2]1[CH:11]=[C:10]([O:12][CH:14]([CH3:16])[CH3:15])[CH:9]=[CH:8][C:3]=1[C:4]([O:6][CH3:7])=[O:5] |f:2.3.4|. Procedure details: Methyl 2-chloro-4-hydroxybenzoate (Acros Organics; 0.2 g, 1.072 mmol) was stirred with 2-bromopropane (0.201 ml, 2.144 mmol) and potassium carbonate (296 mg, 2.144 mmol) in DMF (2 ml) at 100° C. for 1.5 hr. The mixture was allowed to cool to room temperature and filtered. The filtrate was concentrated under vacuum and the residue was purified by Mass-Directed Auto-Preparative HPLC (formic acid modifier) to give the title compound as a yellow oil (150 mg). Starting materials: NC=1C=CC=C2C=CC=NC12 (8-aminoquinoline), COC=1C=C(C=CC1)S(=O)(=O)Cl (3-methoxybenzenesulfonyl chloride). Reagents/catalysts: CN(C)C=1C=CN=CC1 (DMAP). Product: COC=1C=C(C=CC1)S(=O)(=O)NC=1C=CC=C2C=CC=NC12 (3-Methoxy-N-quinolin-8-yl-benzenesulfonamide). Yield: 61.2%. As a reaction SMILES: [NH2:1][C:2]1[CH:3]=[CH:4][CH:5]=[C:6]2[C:11]=1[N:10]=[CH:9][CH:8]=[CH:7]2.[CH3:12][O:13][C:14]1[CH:15]=[C:16]([S:20](Cl)(=[O:22])=[O:21])[CH:17]=[CH:18][CH:19]=1>CN(C1C=CN=CC=1)C>[CH3:12][O:13][C:14]1[CH:15]=[C:16]([S:20]([NH:1][C:2]2[CH:3]=[CH:4][CH:5]=[C:6]3[C:11]=2[N:10]=[CH:9][CH:8]=[CH:7]3)(=[O:22])=[O:21])[CH:17]=[CH:18][CH:19]=1. Reported procedure: In the similar fashion using route 14 general procedure 27, 8-aminoquinoline (200 mg, 1.38 mmol), 3-methoxybenzenesulfonyl chloride (260 mg, 1.3 mmol) and DMAP (cat.) gave the title compound (250 mg, 56%) after purification by column chromatography with DCM as the eluent. Reactants: C(\C=C\C=CC=CCCCC)O (trans-2,4,6-undecatrien-1-ol). The reagents and catalysts are [O-2].[O-2].[Mn+4] (manganese dioxide). Run in C(Cl)(Cl)Cl (chloroform). Run at time 15 hour. Yields the product C(\C=C\C=CC=CCCCC)=O (trans-2,4,6-undecatrienal). As a reaction SMILES: [CH2:1]([OH:12])/[CH:2]=[CH:3]/[CH:4]=[CH:5][CH:6]=[CH:7][CH2:8][CH2:9][CH2:10][CH3:11]>C(Cl)(Cl)Cl.[O-2].[O-2].[Mn+4]>[CH:1](=[O:12])/[CH:2]=[CH:3]/[CH:4]=[CH:5][CH:6]=[CH:7][CH2:8][CH2:9][CH2:10][CH3:11] |f:2.3.4|. Procedure: To a solution of trans, trans, trans-2,4,6-undecatrien-1-ol (7.2 g) in chloroform (300 ml) was added manganese dioxide (50 g) and then the mixture was stirred for 15 hours at ambient temperature. The resultant mixture was filtered and the filtrate was concentrated under reduced pressure to give an oily residue, which was subjected to a column chromatography on silica gel (developing solvent: chloroform). The eluate was concentrated under reduced pressure to give oily trans, trans, trans-2,4,6-un... Starting materials: C1(=CC=CC=C1)[C@H](CC=O)C ((3S)-3-phenylbutanal), CS(=O)(=O)N1CCN(CC1)C1=CC=C(C=C1)C#C[Si](C)(C)C (1-(methylsulfonyl)-4-[4-(trimethylsilylethynyl)phenyl]piperazine), NO (hydroxylamine), Cl[Si](C)(C)C (chlorotrimethylsilane), [Li+].C[Si](C)(C)[N-][Si](C)(C)C (LiHMDS). The solvent is C1CCOC1 (THF), C1CCOC1 (THF), C1CCOC1 (THF). Reaction conditions: temperature -40 celsius, time 10 minute. Yields the product ONC(CS(=O)(=O)N1CCN(CC1)C1=CC=C(C=C1)C#C[Si](C)(C)C)C[C@H](C)C1=CC=CC=C1 (1-{[(4S)-2-(hydroxyamino)-4-phenylpentyl]sulfonyl}-4-[4-(trimethylsilylethynyl)phenyl]piperazine). Yield: 72.0%. As a reaction SMILES: [CH3:1][S:2]([N:5]1[CH2:10][CH2:9][N:8]([C:11]2[CH:16]=[CH:15][C:14]([C:17]#[C:18][Si:19]([CH3:22])([CH3:21])[CH3:20])=[CH:13][CH:12]=2)[CH2:7][CH2:6]1)(=[O:4])=[O:3].[Li+].C[Si]([N-][Si](C)(C)C)(C)C.Cl[Si](C)(C)C.[C:38]1([C@@H:44]([CH3:48])[CH2:45][CH:46]=O)[CH:43]=[CH:42][CH:41]=[CH:40][CH:39]=1.[NH2:49][OH:50]>C1COCC1>[OH:50][NH:49][CH:46]([CH2:45][C@@H:44]([C:38]1[CH:43]=[CH:42][CH:41]=[CH:40][CH:39]=1)[CH3:48])[CH2:1][S:2]([N:5]1[CH2:6][CH2:7][N:8]([C:11]2[CH:16]=[CH:15][C:14]([C:17]#[C:18][Si:19]([CH3:21])([CH3:20])[CH3:22])=[CH:13][CH:12]=2)[CH2:9][CH2:10]1)(=[O:4])=[O:3] |f:1.2|. Reported procedure: To a stirred suspension of 1-(methylsulfonyl)-4-[4-(trimethylsilylethynyl)phenyl]piperazine (673 mg, 2 mmol) in THF (13 mL) at −40° C., was added dropwise a solution of LiHMDS in THF (4.5 mL, 11.0M solution, 4.5 mmol). The resulting suspension was stirred at −40° C. for 10 minutes before being treated with chlorotrimethylsilane (254 μL, 2 mmol). The solution was then maintained at −40° C. for 10 minutes before being treated with a solution of (3S)-3-phenylbutanal (385 mg, 2.6 mmol, CAS number 53...